This data is from the Open Reaction Database (ORD), a public repository of structured organic reaction records. The task is: describe an organic reaction: reactants, conditions, products, and yield The reactants are COc1ccc([N+](=O)[O-])cc1N1CCN(C(=O)OC(C)(C)C)CC1, CCO, [H][H], O. The product is COc1ccc(N)cc1N1CCN(C(=O)OC(C)(C)C)CC1. Reaction SMILES: [C:1]([CH3:2])([CH3:3])([CH3:4])[O:5][C:6](=[O:7])[N:8]1[CH2:9][CH2:10][N:11]([c:14]2[c:15]([O:23][CH3:24])[cH:16][cH:17][c:18]([N+:20]([O-:21])=[O:22])[cH:19]2)[CH2:12][CH2:13]1.[CH3:27][CH2:28][OH:29].[H:25][H:26].[OH2:30]>>[C:1]([CH3:2])([CH3:3])([CH3:4])[O:5][C:6](=[O:7])[N:8]1[CH2:9][CH2:10][N:11]([c:14]2[c:15]([O:23][CH3:24])[cH:16][cH:17][c:18]([NH2:20])[cH:19]2)[CH2:12][CH2:13]1. Starting materials: S(=O)(Cl)Cl (thionyl chloride), CC(/C=C/C(=O)O)(C)C ((E)-4,4-dimethyl-2-pentenoic acid). Solvent: C1=CC=CC=C1 (benzene). Yields the product CC(/C=C/C(=O)Cl)(C)C ((E)-4,4-dimethyl-2-pentenoyl chloride). As a reaction SMILES: [CH3:1][C:2]([CH3:9])([CH3:8])/[CH:3]=[CH:4]/[C:5](O)=[O:6].S(Cl)([Cl:12])=O>C1C=CC=CC=1>[CH3:1][C:2]([CH3:9])([CH3:8])/[CH:3]=[CH:4]/[C:5]([Cl:12])=[O:6]. Reported procedure: To a solution of (E)-4,4-dimethyl-2-pentenoic acid (Gream, G. E.; Serelis, A. K. Aust. J. Chem. 1978, 31, 863) (200 mg, 1.6 mmol) in benzene (10 ml) was added thionyl chloride (0.5 ml) and the mixture was heated to reflux for 60 min. Volatiles were removed by evaporation to give crude (E)-4,4-dimethyl-2-pentenoyl chloride. Free base of the titled compound was prepared from N-(2-pyridyl)-o-phenylenediamine (150 mg, 0.81 mmol) and (E)-4,4-dimethyl-2-pentenoyl chloride obtained as above according t... Starting materials: C[Al](C)C, COC(=O)c1ccc(N2CCN(C)CC2)cc1, Cc1ccccc1, CO, Cl, CNC(=O)c1cccc(CCc2cc(N)[nH]n2)c1. Yields the product CNC(=O)c1cccc(CCc2cc(NC(=O)c3ccc(N4CCN(C)CC4)cc3)[nH]n2)c1. RXN SMILES: [CH3:1][Al:2]([CH3:3])[CH3:4].[CH3:23][N:24]1[CH2:25][CH2:26][N:27]([c:30]2[cH:31][cH:32][c:33]([C:34](=[O:35])[O:36][CH3:37])[cH:38][cH:39]2)[CH2:28][CH2:29]1.[CH3:41][c:42]1[cH:43][cH:44][cH:45][cH:46][cH:47]1.[CH3:48][OH:49].[ClH:40].[NH2:5][c:6]1[cH:7][c:8]([CH2:11][CH2:12][c:13]2[cH:14][c:15]([C:16](=[O:17])[NH:18][CH3:19])[cH:20][cH:21][cH:22]2)[n:9][nH:10]1>>[NH:5]([c:6]1[cH:7][c:8]([CH2:11][CH2:12][c:13]2[cH:14][c:15]([C:16](=[O:17])[NH:18][CH3:19])[cH:20][cH:21][cH:22]2)[n:9][nH:10]1)[C:34]([c:33]1[cH:32][cH:31][c:30]([N:27]2[CH2:26][CH2:25][N:24]([CH3:23])[CH2:29][CH2:28]2)[cH:39][cH:38]1)=[O:35]. Reactants: CNC1CCC2=C(C=C1)C=CC=C2 (7-methylamino-6,7-dihydro [5H] benzocycloheptene). Solvent: C(C)O (ethanol). Product: CNC1CCC2=C(CC1)C=CC=C2 (7-methylamino-6,7,8,9-tetrahydro [5H] benzocycloheptene). The yield is 84.3%. As a reaction SMILES: [CH3:1][NH:2][CH:3]1[CH:9]=[CH:8][C:7]2[CH:10]=[CH:11][CH:12]=[CH:13][C:6]=2[CH2:5][CH2:4]1>C(O)C>[CH3:1][NH:2][CH:3]1[CH2:9][CH2:8][C:7]2[CH:10]=[CH:11][CH:12]=[CH:13][C:6]=2[CH2:5][CH2:4]1. Procedure: A mixture of 3.4 g of 7-methylamino-6,7-dihydro [5H] benzocycloheptene, 200 ml of ethanol and 3.4 g of 10% palladized carbon was maintained under a hydrogen atmosphere until absorption ceased and was then filtered. The filtrate was evaporated to dryness under reduced pressure to obtain 2.9 g of 7-methylamino-6,7,8,9-tetrahydro [5H] benzocycloheptene. The said product was dissolved in 300 ml of ether and an ether solution saturated with hydrogen chloride was added. The mixture was filtered and th... The reactants are C(#N)C=1SC2=C(N1)C=CC(=C2C#N)/N=C/N(C)C ((E)-N′-(2,7-dicyanobenzo[d]thiazol-6-yl)-N,N-dimethylformimidamide), NC=1C=CC(=C(C1)O)OC (5-amino-2-methoxyphenol), [K+].[Br-] (KBr). The solvent is CCOC(=O)C (EtOAc). The product is OC=1C=C(C=CC1OC)NC1=NC=NC2=CC=C3C(=C12)SC(=N3)C#N (9-(3-Hydroxy-4-methoxyphenylamino)thiazolo[5,4-f]quinazoline-2-carbonitrile). Isolated yield 54.0%. As a reaction SMILES: [C:1]([C:3]1[S:4][C:5]2[C:11]([C:12]#[N:13])=[C:10](/[N:14]=[CH:15]/[N:16](C)C)[CH:9]=[CH:8][C:6]=2[N:7]=1)#[N:2].N[C:20]1[CH:21]=[CH:22][C:23]([O:27][CH3:28])=[C:24]([OH:26])[CH:25]=1.[K+].[Br-]>CCOC(C)=O>[OH:26][C:24]1[CH:25]=[C:20]([NH:13][C:12]2[C:11]3[C:10](=[CH:9][CH:8]=[C:6]4[N:7]=[C:3]([C:1]#[N:2])[S:4][C:5]4=3)[N:14]=[CH:15][N:16]=2)[CH:21]=[CH:22][C:23]=1[O:27][CH3:28] |f:2.3|. Reported procedure: Prepared from VII and 5-amino-2-methoxyphenol. Flash chromatography eluent (EtOAc). Yield: 54%; yellow solid; mp 248° C.; IR (KBr) νmax/cm−1 2921, 2851, 2227, 1724, 1647, 1616, 1583, 1509, 1460, 1334, 1287, 1263, 1218, 1172, 1148, 1120, 1036, 973, 953, 864, 833; 1H NMR (300 MHz, DMSO-d6) δ 8.49 (d, 1H, J=8.7 Hz), 8.05 (m, 1H), 7.77 (d, 1H, J=8.7 Hz), 7.94 (d, 2H, J=8.7 Hz), 6.65 (m, 1H), 3.77 (s, 3H); HRMS calcd for C17H12N5O2S (M+H+): 350.0712, found 350.0715. Procedure: The title compound 18 is synthesized from intermediate D (0.100 g, 0.224 mmol) and hexahydro-pyrrolo[1,2-a]pyrazin-6-one (78.5 mg, 0.560 mmol) according to the procedure described for the synthesis of compound 11. Yields the product N=1NC(=CC1)C=1C=CC(=NC1)OC=1C=C2C=CC(=NC2=CC1)CN1CC2N(CC1)C(CC2)=O (2-{6-[5-(2H-pyrazol-3-yl)-pyridin-2-yloxy]-quinolin-2-ylmethyl}-hexahydro-pyrrolo[1,2-a]pyrazin-6-one). Starting materials: C[Si](CCOCN1N=CC=C1C=1C=CC(=NC1)OC=1C=C2C=CC(=NC2=CC1)C=O)(C)C (6-{5-[2-(2-Trimethylsilanyl-ethoxymethyl)-2H-pyrazol-3-yl]-pyridin-2-yloxy}-quinoline-2-carbaldehyde), C1C2N(CCN1)C(CC2)=O (hexahydro-pyrrolo[1,2-a]pyrazin-6-one), N=1NC(=CC1)C=1C=CC(=NC1)OC=1C=C2C=CC(=NC2=CC1)CN1CCC(CC1)N1C(OCC1)=O (3-(1-{6-[5-(2H-pyrazol-3-yl)-pyridin-2-yloxy]-quinolin-2-ylmethyl}-piperidin-4-yl)-oxazolidin-2-one). Reaction SMILES: C[Si](C)(C)CCOC[N:7]1[C:11]([C:12]2[CH:13]=[CH:14][C:15]([O:18][C:19]3[CH:20]=[C:21]4[C:26](=[CH:27][CH:28]=3)[N:25]=[C:24]([CH:29]=O)[CH:23]=[CH:22]4)=[N:16][CH:17]=2)=[CH:10][CH:9]=[N:8]1.[CH2:33]1[NH:38][CH2:37][CH2:36][N:35]2[C:39](=[O:42])[CH2:40][CH2:41][CH:34]12.N1NC(C2C=CC(OC3C=C4C(=CC=3)N=C(CN3CCC(N5CCOC5=O)CC3)C=C4)=NC=2)=CC=1>>[N:8]1[NH:7][C:11]([C:12]2[CH:13]=[CH:14][C:15]([O:18][C:19]3[CH:20]=[C:21]4[C:26](=[CH:27][CH:28]=3)[N:25]=[C:24]([CH2:29][N:38]3[CH2:37][CH2:36][N:35]5[C:39](=[O:42])[CH2:40][CH2:41][CH:34]5[CH2:33]3)[CH:23]=[CH:22]4)=[N:16][CH:17]=2)=[CH:10][CH:9]=1. The reactants are C(C)OC(=O)C(C)(OC1=CC=C(C=C1)CCCC(=O)NN(C(=O)NC)CC1=CC=C(C=C1)C(C)(C)C)C (1-[4-[4-(1-Ethoxycarbonyl-1-methylethoxy)phenyl]butyryl]-2-(4-t-butyl phenylmethyl)-4-methylsemicarbazide), C12(C(=O)CC(CC1)C2(C)C)CS(=O)(=O)O (Camphorsulfonic acid). Run in C(C)(=O)OCC (ethyl acetate). Reaction conditions: time 1 hour. Product: C(C)OC(C(C)(C)OC1=CC=C(C=C1)CCCC1=NN(C(N1C)=O)CC1=CC=C(C=C1)C(C)(C)C)=O (2-(4-{3-[1-(4-t-Butylphenylmethyl)-4-methyl-5-oxo-4,5-dihydro-1H-[1,2,4]triazol-3-yl]-propyl}-phenoxy)-2-methyl-propionic acid ethyl ester), oil. Isolated yield 93.6%. As a reaction SMILES: [CH2:1]([O:3][C:4]([C:6]([CH3:37])([O:8][C:9]1[CH:14]=[CH:13][C:12]([CH2:15][CH2:16][CH2:17][C:18]([NH:20][N:21]([CH2:26][C:27]2[CH:32]=[CH:31][C:30]([C:33]([CH3:36])([CH3:35])[CH3:34])=[CH:29][CH:28]=2)[C:22]([NH:24][CH3:25])=[O:23])=O)=[CH:11][CH:10]=1)[CH3:7])=[O:5])[CH3:2].C12(CS(O)(=O)=O)C(C)(C)C(CC1)CC2=O>C(OCC)(=O)C>[CH2:1]([O:3][C:4](=[O:5])[C:6]([O:8][C:9]1[CH:14]=[CH:13][C:12]([CH2:15][CH2:16][CH2:17][C:18]2[N:24]([CH3:25])[C:22](=[O:23])[N:21]([CH2:26][C:27]3[CH:32]=[CH:31][C:30]([C:33]([CH3:36])([CH3:35])[CH3:34])=[CH:29][CH:28]=3)[N:20]=2)=[CH:11][CH:10]=1)([CH3:37])[CH3:7])[CH3:2]. Procedure details: 1-[4-[4-(1-Ethoxycarbonyl-1-methylethoxy)phenyl]butyryl]-2-(4-t-butyl phenylmethyl)-4-methylsemicarbazide (0.93 g, 1.82 mmol) was dissolved in ethyl acetate (10 mL). Camphorsulfonic acid (0.46 g, 1.98 mmol) was added in one portion and the solution was heated to reflux and stirred for 1 h. The solution was cooled to rt and washed with sat'd aq. NaHCO3 (2×8 mL), 1N HCl (2×8 mL) and sat'd aq. NaCl (8 mL)). The organic phase was dried (MgSO4), filtered and concentrated to afford the title compound ...